From a dataset of the Open Reaction Database (ORD), a public repository of structured organic reaction records. describe an organic reaction: reactants, conditions, products, and yield The reactants are COc1ccccc1-n1ncc(C#N)c1N, [NH4+], [OH-], OO. Yields the product COc1ccccc1-n1ncc(C(N)=O)c1N. Reaction SMILES: [NH2:1][c:2]1[c:3]([C:15]#[N:16])[cH:4][n:5][n:6]1-[c:7]1[c:8]([O:13][CH3:14])[cH:9][cH:10][cH:11][cH:12]1.[NH4+:19].[OH-:20].[OH:17][OH:18]>>[NH2:1][c:2]1[c:3]([C:15]([NH2:16])=[O:17])[cH:4][n:5][n:6]1-[c:7]1[c:8]([O:13][CH3:14])[cH:9][cH:10][cH:11][cH:12]1. Reactants: ClC1=CC=C(CSC(=S)N2CC=3NC4=CC=CC=C4C3C[C@H]2C(=O)O)C=C1 ((3S)-2-[(4-Chlorobenzylthio)thiocarbonyl]-1,2,3,4-tetrahydro-β-carboline-3-carboxylic acid), S(=O)(Cl)Cl (thionyl chloride), C(C)(C)O (isopropyl alcohol). Reaction conditions: time 17 hour. Product: ClC1=CC=C(CSC(=S)N2CC=3NC4=CC=CC=C4C3C[C@H]2C(=O)OC(C)C)C=C1 (Isopropyl (3S)-2-[(4-chlorobenzylthio)thiocarbonyl]-1,2,3,4-tetrahydro-β-carboline-3-carboxylate). As a reaction SMILES: [Cl:1][C:2]1[CH:27]=[CH:26][C:5]([CH2:6][S:7][C:8]([N:10]2[C@H:22]([C:23]([OH:25])=[O:24])[CH2:21][C:20]3[C:19]4[C:14](=[CH:15][CH:16]=[CH:17][CH:18]=4)[NH:13][C:12]=3[CH2:11]2)=[S:9])=[CH:4][CH:3]=1.S(Cl)(Cl)=O.[CH:32](O)([CH3:34])[CH3:33]>>[Cl:1][C:2]1[CH:3]=[CH:4][C:5]([CH2:6][S:7][C:8]([N:10]2[C@H:22]([C:23]([O:25][CH:32]([CH3:34])[CH3:33])=[O:24])[CH2:21][C:20]3[C:19]4[C:14](=[CH:15][CH:16]=[CH:17][CH:18]=4)[NH:13][C:12]=3[CH2:11]2)=[S:9])=[CH:26][CH:27]=1. Procedure details: (3S)-2-[(4-Chlorobenzylthio)thiocarbonyl]-1,2,3,4-tetrahydro-β-carboline-3-carboxylic acid (2.08 g) is suspended in isopropyl alcohol (30 ml) and thereto is added dropwise thionyl chloride (0.47 ml) at -20° C. The mixture is stirred at room temperature for 17 hours and then refluxed at 90° C. for 4 hours. After distilling off the solvent, the residue is dissolved in ethyl acetate. The solution is washed with water, dried and distilled to remove the solvent. The residue is recrystallized from eth... Product: CC#CCOc1ccc(S(=O)(=O)NC2(C(=O)NO)CCNCC2)cc1. Reaction SMILES: [CH2:1]([C:2]#[C:3][CH3:4])[O:5][c:6]1[cH:7][cH:8][c:9]([S:12](=[O:13])(=[O:14])[NH:15][C:16]2([C:29](=[O:30])[NH:31][OH:32])[CH2:17][CH2:18][N:19]([C:22]([O:23][C:24]([CH3:25])([CH3:26])[CH3:27])=[O:28])[CH2:20][CH2:21]2)[cH:10][cH:11]1.[ClH:33].[O:34]1[CH2:35][CH2:36][O:37][CH2:38][CH2:39]1>>[CH2:1]([C:2]#[C:3][CH3:4])[O:5][c:6]1[cH:7][cH:8][c:9]([S:12](=[O:13])(=[O:14])[NH:15][C:16]2([C:29](=[O:30])[NH:31][OH:32])[CH2:17][CH2:18][NH:19][CH2:20][CH2:21]2)[cH:10][cH:11]1. The reactants are CC#CCOc1ccc(S(=O)(=O)NC2(C(=O)NO)CCN(C(=O)OC(C)(C)C)CC2)cc1, Cl, C1COCCO1. The reactants are CCCNc1cc(Br)ccc1[N+](=O)[O-], CN1CCCC1=O, O, O=C(c1ccccc1)N1CCNCC1. The product is CCCNc1cc(N2CCN(C(=O)c3ccccc3)CC2)ccc1[N+](=O)[O-]. As a reaction SMILES: [Br:1][c:2]1[cH:3][cH:4][c:5]([N+:12](=[O:13])[O-:14])[c:6]([NH:8][CH2:9][CH2:10][CH3:11])[cH:7]1.[CH3:30][N:31]1[CH2:32][CH2:33][CH2:34][C:35]1=[O:36].[OH2:29].[c:15]1([C:21](=[O:22])[N:23]2[CH2:24][CH2:25][NH:26][CH2:27][CH2:28]2)[cH:16][cH:17][cH:18][cH:19][cH:20]1>>[c:2]1([N:26]2[CH2:25][CH2:24][N:23]([C:21]([c:15]3[cH:16][cH:17][cH:18][cH:19][cH:20]3)=[O:22])[CH2:28][CH2:27]2)[cH:3][cH:4][c:5]([N+:12](=[O:13])[O-:14])[c:6]([NH:8][CH2:9][CH2:10][CH3:11])[cH:7]1. Starting materials: ClC1=NC2=CC=CC=C2C(=C1[N+](=O)[O-])NCCC1=CC(=NO1)C1=CC=C(C=C1)F (2-chloro-N-{2-[3-(4-fluorophenyl)isoxazol-5-yl]ethyl}-3-nitroquinolin-4-amine). The reagents and catalysts are [Pt] (platinum on carbon). The solvent is C(C)#N (acetonitrile), C(C)#N (acetonitrile). Yields the product ClC1=NC2=CC=CC=C2C(=C1N)NCCC1=CC(=NO1)C1=CC=C(C=C1)F (2-chloro-N4-{2-[3-(4-fluorophenyl)isoxazol-5-yl]ethyl}quinoline-3,4-diamine). Isolated yield 52.5%. Reaction SMILES: [Cl:1][C:2]1[C:11]([N+:12]([O-])=O)=[C:10]([NH:15][CH2:16][CH2:17][C:18]2[O:22][N:21]=[C:20]([C:23]3[CH:28]=[CH:27][C:26]([F:29])=[CH:25][CH:24]=3)[CH:19]=2)[C:9]2[C:4](=[CH:5][CH:6]=[CH:7][CH:8]=2)[N:3]=1>[Pt].C(#N)C>[Cl:1][C:2]1[C:11]([NH2:12])=[C:10]([NH:15][CH2:16][CH2:17][C:18]2[O:22][N:21]=[C:20]([C:23]3[CH:24]=[CH:25][C:26]([F:29])=[CH:27][CH:28]=3)[CH:19]=2)[C:9]2[C:4](=[CH:5][CH:6]=[CH:7][CH:8]=2)[N:3]=1. Reported procedure: Under a nitrogen atmosphere, acetonitrile (1.5 L) was added to a Parr vessel containing 5% platinum on carbon (1.5 g), which had been wet with a small amount of acetonitrile, and 2-chloro-N-{2-[3-(4-fluorophenyl)isoxazol-5-yl]ethyl}-3-nitroquinolin-4-amine (23.20 g, 56.20 mmol). The vessel was sealed, purged three times with hydrogen, and placed under hydrogen pressure (30 psi, 2.1×105 Pa) for 18 hours at room temperature. The catalyst was removed by filtration, and the majority of the filtrate ... Reactants: O=C([O-])O, CC(C)CC(NC(=O)OC(C)(C)C)C(=O)NC1Cc2cccc(N3CCCC3=O)c2N(Cc2ccsc2)C1=O, CCO, Cl, [Na+]. Yields the product CC(C)CC(N)C(=O)NC1Cc2cccc(N3CCCC3=O)c2N(Cc2ccsc2)C1=O. Reaction SMILES: [C:41](=[O:42])([OH:43])[O-:44].[CH3:1][CH:2]([CH2:3][CH:4]([C:5]([NH:6][CH:7]1[C:8](=[O:29])[N:9]([CH2:23][c:24]2[cH:25][s:26][cH:27][cH:28]2)[c:10]2[c:11]([N:17]3[C:18](=[O:22])[CH2:19][CH2:20][CH2:21]3)[cH:12][cH:13][cH:14][c:15]2[CH2:16]1)=[O:30])[NH:31][C:32](=[O:33])[O:34][C:35]([CH3:36])([CH3:37])[CH3:38])[CH3:39].[CH3:46][CH2:47][OH:48].[ClH:40].[Na+:45]>>[CH3:1][CH:2]([CH2:3][CH:4]([C:5]([NH:6][CH:7]1[C:8](=[O:29])[N:9]([CH2:23][c:24]2[cH:25][s:26][cH:27][cH:28]2)[c:10]2[c:11]([N:17]3[C:18](=[O:22])[CH2:19][CH2:20][CH2:21]3)[cH:12][cH:13][cH:14][c:15]2[CH2:16]1)=[O:30])[NH2:31])[CH3:39]. The reactants are C1(=CC=CC=C1)C (toluene), P (PH3), butene-(1). Yields the product solution, C(CCC)P(CCCC)CCCC (tri-n-butyl-phosphine). Yield: 50.0%. Reaction SMILES: [PH3:1].[C:2]1([CH3:8])[CH:7]=[CH:6]C=CC=1>>[CH2:6]([P:1]([CH2:6][CH2:7][CH2:2][CH3:8])[CH2:8][CH2:2][CH2:7][CH3:6])[CH2:7][CH2:2][CH3:8]. Procedure details: 0.52 kg PH3 and 2.6 kg butene-(1) were reacted as described in Example 7 to give an about 50% solution of tri-n-butyl-phosphine in toluene. Introduced thereinto under slight overpressure were 16.2 kg butene-(1) and 2.82 kg PH3. The whole was heated to about 70° C. and initiator solution was metered thereinto. The exothermal reaction made the temperature increase to 106° C. and the pressure to 23 bars. Altogether 3 l initiator solution was added within 3 hours. The pressure was then found to have... RXN SMILES: [CH:1]1([CH:7]([CH:34]2[CH2:39][CH2:38][CH2:37][CH2:36][CH2:35]2)[C:8]([NH:10][C@H:11]2[C@H:18]3[C@H:14]([CH2:15][N:16]([C:19](=[O:33])[C@H:20]([NH:25]C(=O)OC(C)(C)C)[CH2:21][CH:22]([CH3:24])[CH3:23])[CH2:17]3)[CH2:13][CH2:12]2)=[O:9])[CH2:6][CH2:5][CH2:4][CH2:3][CH2:2]1.Cl>CCOCC>[NH2:25][C@H:20]([CH2:21][CH:22]([CH3:24])[CH3:23])[C:19]([N:16]1[CH2:17][C@H:18]2[C@H:11]([NH:10][C:8](=[O:9])[CH:7]([CH:1]3[CH2:2][CH2:3][CH2:4][CH2:5][CH2:6]3)[CH:34]3[CH2:39][CH2:38][CH2:37][CH2:36][CH2:35]3)[CH2:12][CH2:13][C@H:14]2[CH2:15]1)=[O:33]. Run in CCOCC (ether), CCOCC (ether). Procedure: tert-Butyl(R)-1-((3aS,4R,6aR)-4-(2,2-dicyclohexylacetamido)hexahydrocyclopenta[c]pyrrol-2(1H)-yl)-4-methyl-1-oxopentan-2-ylcarbamate (185 mg, 0.339 mmol) from Step A, and 2 N HCl in ether (2.5 mL, 5.00 mmol) were combined in ether (1 mL). The reaction mixture was stirred at room temperature overnight. The solids were collected and dried to give N-((3aS,4R,6aR)-2-((R)-2-amino-4-methylpentanoyl)octahydrocyclopenta[c]pyrrol-4-yl)-2,2-dicyclohexylacetamide: 1H NMR (500 MHz, pyridine-d5) δ ppm 8.34-8... Yields the product N[C@@H](C(=O)N1C[C@H]2[C@@H](C1)[C@@H](CC2)NC(C(C2CCCCC2)C2CCCCC2)=O)CC(C)C (N-((3aS,4R,6aR)-2-((R)-2-amino-4-methylpentanoyl)octahydrocyclopenta[c]pyrrol-4-yl)-2,2-dicyclohexylacetamide). Reaction conditions: time 8 hour. Reactants: C1(CCCCC1)C(C(=O)N[C@@H]1CC[C@H]2CN(C[C@H]21)C([C@@H](CC(C)C)NC(OC(C)(C)C)=O)=O)C2CCCCC2 (tert-butyl(R)-1-((3aS,4R,6aR)-4-(2,2-dicyclohexylacetamido)hexahydrocyclopenta[c]pyrrol-2(1H)-yl)-4-methyl-1-oxopentan-2-ylcarbamate), Cl (HCl).